This data is from the Open Reaction Database (ORD), a public repository of structured organic reaction records. The task is: describe an organic reaction: reactants, conditions, products, and yield The reactants are CCOC(=O)C(Cc1cc(Cl)cc(C)c1[N+](=O)[O-])(NC(C)=O)C(=O)OCC, Cl, NC(Cc1ccc(Br)cc1[N+](=O)[O-])C(=O)O, Cc1cc(Cl)cc(CC(N)C(=O)O)c1[N+](=O)[O-]. Yields the product Cc1cc(Cl)cc2c1N(O)C(=O)C(N)C2. As a reaction SMILES: [C:35]([NH:36][C:37]([CH2:38][c:39]1[cH:40][c:41]([Cl:42])[cH:43][c:44]([CH3:45])[c:46]1[N+:47]([O-:48])=[O:49])([C:50]([O:51][CH2:52][CH3:53])=[O:54])[C:55]([O:56][CH2:57][CH3:58])=[O:59])(=[O:60])[CH3:61].[ClH:18].[NH2:19][CH:20]([CH2:21][c:22]1[cH:23][cH:24][c:25]([Br:26])[cH:27][c:28]1[N+:29]([O-:30])=[O:31])[C:32]([OH:33])=[O:34].[NH2:1][CH:2]([C:3](=[O:4])[OH:16])[CH2:6][c:7]1[c:8]([N+:15](=[O:5])[O-:17])[c:9]([CH3:14])[cH:10][c:11]([Cl:13])[cH:12]1>>[NH2:1][CH:2]1[C:3](=[O:4])[N:15]([OH:17])[c:8]2[c:7]([cH:12][c:11]([Cl:13])[cH:10][c:9]2[CH3:14])[CH2:6]1. The reactants are C1(=CC=CC=C1)N1C2CN(CC2CC1)C(=O)OCC (ethyl 2-phenyl-2,7-diazabicyclo [3.3.0]octane-7-carboxylate). Run in Cl (hydrochloric acid). The product is C1(=CC=CC=C1)N1C2CNCC2CC1 (2-Phenyl-2,7-diazabicyclo[3.3.0]octane). Reaction SMILES: [C:1]1([N:7]2[CH2:14][CH2:13][CH:12]3[CH:8]2[CH2:9][N:10](C(OCC)=O)[CH2:11]3)[CH:6]=[CH:5][CH:4]=[CH:3][CH:2]=1>Cl>[C:1]1([N:7]2[CH2:14][CH2:13][CH:12]3[CH:8]2[CH2:9][NH:10][CH2:11]3)[CH:2]=[CH:3][CH:4]=[CH:5][CH:6]=1. Procedure details: 7.6 g (31.6 mmol) of ethyl 2-phenyl-2,7-diazabicyclo [3.3.0]octane-7-carboxylate are heated under reflux overnight with 50 ml of concentrated hydrochloric acid. The mixture is concentrated, the residue is taken up in 50 ml of 10% strength sodium hydroxide solution and the mixture is extracted five times using 50 ml of chloroform each time. The extracts are dried over potassium carbonate and concentrated, and the residue is distilled. The reactants are C(C)O (ethanol), [OH-].[Na+] (sodium hydroxide), C(C)OC(CCCN1C(=N\C(\C1=O)=C/C1=C(C=C(C=C1)O)B(F)F)C)=O ((Z)-ethyl-4-(4-(2-(difluoroboryl)-4-hydroxybenzylidene)-2-methyl-5-oxo-4,5-dihydro-1H-imidazole-1-yl)butyrate). The solvent is O (water). Reaction conditions: time 2 hour. Yields the product FB(C1=C(\C=C\2/N=C(N(C2=O)CCCC(=O)O)C)C=CC(=C1)O)F ((Z)-4-(4-(2-(difluoroboryl)-4-hydroxybenzylidene)-2-methyl-5-oxo-4,5-dihydro-1H-imidazole-1-yl)butanoic acid). Isolated yield 77.0%. RXN SMILES: C([O:3][C:4](=[O:26])[CH2:5][CH2:6][CH2:7][N:8]1[C:12](=[O:13])/[C:11](=[CH:14]/[C:15]2[CH:20]=[CH:19][C:18]([OH:21])=[CH:17][C:16]=2[B:22]([F:24])[F:23])/[N:10]=[C:9]1[CH3:25])C.C(O)C.[OH-].[Na+]>O>[F:24][B:22]([F:23])[C:16]1[CH:17]=[C:18]([OH:21])[CH:19]=[CH:20][C:15]=1/[CH:14]=[C:11]1\[N:10]=[C:9]([CH3:25])[N:8]([CH2:7][CH2:6][CH2:5][C:4]([OH:26])=[O:3])[C:12]\1=[O:13] |f:2.3|. Reported procedure: (Z)-ethyl-4-(4-(2-(difluoroboryl)-4-hydroxybenzylidene)-2-methyl-5-oxo-4,5-dihydro-1H-imidazole-1-yl)butyrate (1.82 g, 5.0 mmol) was dissolved in water (200 mL), then ethanol (50 mL) and sodium hydroxide (400 mg, 10.0 mmol) were added. The mixture was stirred for 2 hours at r.t., then acidified with aqueous HF solution and extracted with ethyl acetate (3×100 mL), washed with water (1×50 mL) and dried over anhydrous sodium sulfate. The mixture was evaporated and purified by column chromatography ... Reactants: C1CCOC1, O=C(OCc1ccccc1)N1CCC(S(=O)(=O)Cl)C1, CN, O. Product: CNS(=O)(=O)C1CCN(C(=O)OCc2ccccc2)C1. Reaction SMILES: [CH2:23]1[O:24][CH2:25][CH2:26][CH2:27]1.[CH2:3]([c:4]1[cH:5][cH:6][cH:7][cH:8][cH:9]1)[O:10][C:11](=[O:12])[N:13]1[CH2:14][CH:15]([S:18](=[O:19])(=[O:20])[Cl:21])[CH2:16][CH2:17]1.[CH3:1][NH2:2].[OH2:22]>>[CH3:1][NH:2][S:18]([CH:15]1[CH2:14][N:13]([C:11]([O:10][CH2:3][c:4]2[cH:5][cH:6][cH:7][cH:8][cH:9]2)=[O:12])[CH2:17][CH2:16]1)(=[O:19])=[O:20]. Starting materials: COC(C(C1=C(C=C(C=C1OC)OCCOC1=CC2=CC=CC=C2C=C1)OC)=O)=O (2,6-dimethoxy-4-[2-(2-naphthalenyloxy)ethoxy]-alpha-oxobenzeneacetic acid methyl ester), [OH-].[Na+] (sodium hydroxide). Solvent: CO (methanol), O1CCCC1 (tetrahydrofuran), O (water). The product is COC1=C(C(=CC(=C1)OCCOC1=CC2=CC=CC=C2C=C1)OC)C(C(=O)O)=O (2,6-dimethoxy-4-[2-(2-naphthalenyloxy)ethoxy]-alpha-oxobenzeneacetic acid). The yield is 93.2%. As a reaction SMILES: C[O:2][C:3](=[O:30])[C:4](=[O:29])[C:5]1[C:10]([O:11][CH3:12])=[CH:9][C:8]([O:13][CH2:14][CH2:15][O:16][C:17]2[CH:26]=[CH:25][C:24]3[C:19](=[CH:20][CH:21]=[CH:22][CH:23]=3)[CH:18]=2)=[CH:7][C:6]=1[O:27][CH3:28].[OH-].[Na+]>CO.O1CCCC1.O>[CH3:12][O:11][C:10]1[CH:9]=[C:8]([O:13][CH2:14][CH2:15][O:16][C:17]2[CH:26]=[CH:25][C:24]3[C:19](=[CH:20][CH:21]=[CH:22][CH:23]=3)[CH:18]=2)[CH:7]=[C:6]([O:27][CH3:28])[C:5]=1[C:4](=[O:29])[C:3]([OH:30])=[O:2] |f:1.2|. Procedure: A solution of 2,6-dimethoxy-4-[2-(2-naphthalenyloxy)ethoxy]-alpha-oxobenzeneacetic acid methyl ester (0.5 g) in warm methanol (10 mL) and tetrahydrofuran (10 mL) was treated with 1N sodium hydroxide (2 mL) and after 10 minutes the mixture was diluted with water and concentrated to remove the organic solvents. The residue was acidified with excess hydrochloric acid and extracted with dichloromethane containing a little tetrahydrofuran. The organic layer was washed with water, dried (Na2SO4), filt... Reactants: SC[C@@H](O)[C@H](O)CS (dithiothreitol), ClC1=C(C(=NC=C1)C(=O)OC)F (methyl 4-chloro-3-fluoropicolinate), S(C#N)C1=CN=C(S1)NC1=CC=C(C=N1)CNC(OC(C)(C)C)=O (Tert-butyl (6-(5-thiocyanatothiazol-2-ylamino)pyridin-3-yl)methylcarbamate), [O-]P(=O)([O-])[O-].[K+].[K+].[K+] (K3PO4). The solvent is CO (methanol), CN(C)C=O (DMF). Conditions: temperature 23 celsius, time 1 hour. The product is C(C)(C)(C)OC(=O)NCC=1C=CC(=NC1)NC=1SC(=CN1)SC1=C(C(=NC=C1)C(=O)OC)F (methyl 4-(2-(5-((tert-butoxycarbonylamino)methyl)pyridin-2-ylamino)thiazol-5-ylthio)-3-fluoropicolinate). Isolated yield 92.4%. Reaction SMILES: [S:1]([C:4]1[S:8][C:7]([NH:9][C:10]2[N:15]=[CH:14][C:13]([CH2:16][NH:17][C:18](=[O:24])[O:19][C:20]([CH3:23])([CH3:22])[CH3:21])=[CH:12][CH:11]=2)=[N:6][CH:5]=1)[C:2]#N.SC[C@H]([C@@H](CS)O)O.[O-]P([O-])([O-])=O.[K+].[K+].[K+].ClC1[CH:47]=[CH:46][N:45]=[C:44]([C:48]([O:50][CH3:51])=[O:49])[C:43]=1[F:52]>CO.CN(C=O)C>[C:20]([O:19][C:18]([NH:17][CH2:16][C:13]1[CH:12]=[CH:11][C:10]([NH:9][C:7]2[S:8][C:4]([S:1][C:2]3[CH:47]=[CH:46][N:45]=[C:44]([C:48]([O:50][CH3:51])=[O:49])[C:43]=3[F:52])=[CH:5][N:6]=2)=[N:15][CH:14]=1)=[O:24])([CH3:23])([CH3:22])[CH3:21] |f:2.3.4.5|. Procedure details: Tert-butyl (6-(5-thiocyanatothiazol-2-ylamino)pyridin-3-yl)methylcarbamate (1.5 g, 4.13 mmol) was dissolved in methanol (30 mL) and treated with dithiothreitol (0.637 g, 4.13 mmol). The reaction was stirred at 23° C. for 1 hour. DMF (30 mL) was then added, followed by K3PO4 (0.351 g, 1.65 mmol) and methyl 4-chloro-3-fluoropicolinate (0.861 g, 4.53 mmol). The reaction was stirred at 23° C. for 1 hour, then methanol was evaporated. The title material was precipitated by adding water (˜200 mL), col... Starting materials: FC1=NC=CC(=C1C=O)I (2-fluoro-4-iodo-3-pyridinecarbaldehyde), C(CO)O (ethane-1,2-diol), C1(=CC=C(C=C1)S(=O)(=O)O)C (para-toluenesulphonic acid). Run in C1(=CC=CC=C1)C (toluene). Yields the product O1C(OCC1)C=1C(=NC=CC1I)F (3-(1,3-Dioxolan-2-yl)-2-fluoro-4-iodopyridine). As a reaction SMILES: [F:1][C:2]1[C:7]([CH:8]=[O:9])=[C:6]([I:10])[CH:5]=[CH:4][N:3]=1.[CH2:11](O)[CH2:12][OH:13].C1(C)C=CC(S(O)(=O)=O)=CC=1>C1(C)C=CC=CC=1>[O:9]1[CH2:11][CH2:12][O:13][CH:8]1[C:7]1[C:2]([F:1])=[N:3][CH:4]=[CH:5][C:6]=1[I:10]. Reported procedure: In a three-necked flask equipped with a Dean Stark apparatus, a mixture of 5.1 g (20.3 mmol) of 2-fluoro-4-iodo-3-pyridinecarbaldehyde, 1.4 g (22.3 mmol) of ethane-1,2-diol, and 50 mg of para-toluenesulphonic acid in 100 ml of toluene is heated at reflux. When the theoretical amount of water has been collected, the reaction mixture is cooled to room temperature, washed with a saturated sodium hydrogen carbonate solution and dried over magnesium sulphate. The expected product is obtained by conce... Reactants: ClC1=CC=C(C(=O)C(C(=O)OCC)(C)C)C=C1 (ethyl α-(4-chlorobenzoyl)isobutyrate), O.NN (hydrazine monohydrate). The solvent is C(C)O (ethanol). The product is ClC1=CC=C(C=C1)C1=NNC(C1)=O (3-(4-chlorophenyl)-4, 5-dihydropyrazol-5-one). The yield is 82.2%. Reaction SMILES: [Cl:1][C:2]1[CH:17]=[CH:16][C:5]([C:6]([C:8](C)(C)[C:9](OCC)=[O:10])=O)=[CH:4][CH:3]=1.O.[NH2:19][NH2:20]>C(O)C>[Cl:1][C:2]1[CH:17]=[CH:16][C:5]([C:6]2[CH2:8][C:9](=[O:10])[NH:20][N:19]=2)=[CH:4][CH:3]=1 |f:1.2|. Reported procedure: A mixture of 26 g (0.10 mol) of ethyl α-(4-chlorobenzoyl)isobutyrate, 10 g (0.20 mol) of hydrazine monohydrate and 200 ml of ethanol was heated under reflux for 18 hours. The reaction solution was concentrated under reduced pressure. The obtained crude product was washed successively with water, methanol-water and diethyl ether-n-hexane and then air dried, to give 16 g of the object compound as white crystals (yield 84%). The reactants are [N+](=O)([O-])C1=C(C=CC=C1)S(=O)(=O)NC1=C(C=CC(=C1)C)C (2-nitro-N-(2,5-dimethyl-phenyl)-benzenesulfonamide), O.O.Cl[Sn]Cl (SnCl2.2H2O), [OH-].[K+] (KOH). The solvent is CCOC(=O)C (EtOAc). Product: NC1=C(C=CC=C1)S(=O)(=O)NC1=C(C=CC(=C1)C)C (2-amino-N-(2,5-dimethyl-phenyl)-benzenesulfonamide). Reaction SMILES: [N+:1]([C:4]1[CH:9]=[CH:8][CH:7]=[CH:6][C:5]=1[S:10]([NH:13][C:14]1[CH:19]=[C:18]([CH3:20])[CH:17]=[CH:16][C:15]=1[CH3:21])(=[O:12])=[O:11])([O-])=O.O.O.Cl[Sn]Cl.[OH-].[K+]>CCOC(C)=O>[NH2:1][C:4]1[CH:9]=[CH:8][CH:7]=[CH:6][C:5]=1[S:10]([NH:13][C:14]1[CH:19]=[C:18]([CH3:20])[CH:17]=[CH:16][C:15]=1[CH3:21])(=[O:12])=[O:11] |f:1.2.3,4.5|. Procedure: 2-nitro-N-(2,5-dimethyl-phenyl)-benzenesulfonamide (6.1 g, 20 mmol) in EtOAc (60 mL) is treated with SnCl2.2H2O (22.5 g, 100 mmol). The reaction mixture is heated to reflux for 30 minutes and then allowed to cool to room temperature. 2 N KOH (250 mL, 500 mmol) is added and the resulting mixture stirred vigorously until all solids dissolve. The aqueous layer is separated and extracted 2×100 mL EtOAc. The combined organic layers are washed with sat. brine, dried over MgSO4, filtered, and concentra... Yields the product C=CCC(C)C(=O)OCc1ccccc1. Starting materials: ClCCl, C=CCC(C)C(=O)Cl, CN(C)c1ccncc1, OCc1ccccc1, c1ccncc1. As a reaction SMILES: [CH2:32]([Cl:33])[Cl:34].[CH3:15][CH:16]([C:17](=[O:18])[Cl:19])[CH2:20][CH:21]=[CH2:22].[CH3:23][N:24]([CH3:25])[c:26]1[cH:27][cH:28][n:29][cH:30][cH:31]1.[OH:1][CH2:2][c:3]1[cH:4][cH:5][cH:6][cH:7][cH:8]1.[cH:9]1[cH:10][cH:11][n:12][cH:13][cH:14]1>>[O:1]([CH2:2][c:3]1[cH:4][cH:5][cH:6][cH:7][cH:8]1)[C:17]([CH:16]([CH3:15])[CH2:20][CH:21]=[CH2:22])=[O:18].